From a dataset of the Open Reaction Database (ORD), a public repository of structured organic reaction records. describe an organic reaction: reactants, conditions, products, and yield The reactants are CC1=CC=2C3=C(NC2C=C1)C1CCCN(C3)C1 (10-methyl-1,3,4,5,6,7-hexahydro-2,6-methanoazocino[4,3-b]indole), [Na] (sodium), CC1=NC=C(C=C1)C=C (2-methyl-5-vinylpyridine), C1(O)=CC=C(O)C=C1 (hydroquinone). Solvent: CS(=O)C (dimethyl sulfoxide). Conditions: temperature 100 celsius. Product: CC1=CC=2C3=C(N(C2C=C1)CCC=1C=NC(=CC1)C)C1CCCN(C3)C1 (10-methyl-7-[2-(6-methylpyridin-3-yl)ethyl]-1,3,4,5,6,7-hexahydro-2,6-methanoazocino[4,3-b]indole), bis trifluoroacetic acid. As a reaction SMILES: [CH3:1][C:2]1[CH:10]=[CH:9][C:8]2[NH:7][C:6]3[CH:11]4[CH2:17][N:15]([CH2:16][C:5]=3[C:4]=2[CH:3]=1)[CH2:14][CH2:13][CH2:12]4.[Na].[CH3:19][C:20]1[CH:25]=[CH:24][C:23]([CH:26]=[CH2:27])=[CH:22][N:21]=1.C1(C=CC(O)=CC=1)O>CS(C)=O>[CH3:1][C:2]1[CH:10]=[CH:9][C:8]2[N:7]([CH2:27][CH2:26][C:23]3[CH:22]=[N:21][C:20]([CH3:19])=[CH:25][CH:24]=3)[C:6]3[CH:11]4[CH2:17][N:15]([CH2:16][C:5]=3[C:4]=2[CH:3]=1)[CH2:14][CH2:13][CH2:12]4 |^1:17|. Reported procedure: A solution of 10-methyl-1,3,4,5,6,7-hexahydro-2,6-methanoazocino[4,3-b]indole (173.8 mg, 0.768 mmol; Example 201) in dimethyl sulfoxide (3 mL) was treated with sodium (30% dispersion in paraffin; 87.7 mg, 1.144 mmol; Aldrich), 2-methyl-5-vinylpyridine (204.6 mg, 1.717 mmol; prepared as described in International Publication No. WO 2001017968) and hydroquinone (28.6 mg, 0.260 mmol; Aldrich). The reaction was purged with nitrogen for 15 minutes, then heated to 100° C. for 17 hours. After cooling, ...